From a dataset of the Open Reaction Database (ORD), a public repository of structured organic reaction records. describe an organic reaction: reactants, conditions, products, and yield The reactants are CCN(C(C)C)C(C)C, ClCCl, CCCCC(NC(=O)OC(C)(C)C)C(O)CN, CCCCC(NC(=O)OC(C)(C)C)C(O)CN, O=C(Cl)N1CCOCC1. The product is CCCCC(NC(=O)OC(C)(C)C)C(O)CNC(=O)N1CCOCC1. RXN SMILES: [CH:35]([N:36]([CH2:37][CH3:38])[CH:39]([CH3:40])[CH3:41])([CH3:42])[CH3:43].[Cl:53][CH2:54][Cl:55].[NH2:18][CH2:19][CH:20]([CH:21]([NH:22][C:23](=[O:24])[O:25][C:26]([CH3:27])([CH3:28])[CH3:29])[CH2:30][CH2:31][CH2:32][CH3:33])[OH:34].[NH2:1][CH2:2][CH:3]([OH:4])[CH:5]([CH2:6][CH2:7][CH2:8][CH3:9])[NH:10][C:11]([O:12][C:13]([CH3:14])([CH3:15])[CH3:16])=[O:17].[O:44]1[CH2:45][CH2:46][N:47]([C:50](=[O:51])[Cl:52])[CH2:48][CH2:49]1>>[NH:1]([CH2:2][CH:3]([OH:4])[CH:5]([CH2:6][CH2:7][CH2:8][CH3:9])[NH:10][C:11]([O:12][C:13]([CH3:14])([CH3:15])[CH3:16])=[O:17])[C:50]([N:47]1[CH2:46][CH2:45][O:44][CH2:49][CH2:48]1)=[O:51]. Reactants: C1(=CC=CC=C1)NC(N)=S (N'-phenyl-thiourea), C1(CCCC1)NC (cyclopentyl-methylamine). Solvent: O1CCOCC1 (dioxane). The product is 2-methoxy-5-methyl-benzamido, C1(CCCC1)NC(NC)=S (N'-cyclopentyl-methyl-thiourea). RXN SMILES: [C:1]1([NH:7][C:8](=[S:10])[NH2:9])[CH:6]=[CH:5][CH:4]=[CH:3]C=1.[CH:11]1(NC)CCCC1>O1CCOCC1>[CH:1]1([NH:7][C:8](=[S:10])[NH:9][CH3:11])[CH2:3][CH2:4][CH2:5][CH2:6]1. Reported procedure: 14.5 g of N-[4-(β-<2-methoxy-5-methyl-benzamido>-ethyl)-benzenesulfonyl]-N'-phenyl-thiourea were dissolved in 50 ml of dioxane. After addition of 6 g of cyclopentyl-methylamine, the whole was heated for 2 hours to the boiling temperature under reflux. After having removed the dioxane by distillation, the residue was dissolved in 1% aqueous ammonia. The solution was filtered through charcoal and acidified with dilute hydrochloric acid. The N-[4-(β-<2-methoxy-5-methyl-benzamido>-ethyl)-benzenesulf... Starting materials: CC(C#N)(C)C1=CC=C(C=C1)C(F)(F)F (2-methyl-2-(4-trifluoromethyl-phenyl)-propionitrile). As a reaction SMILES: [CH3:1][C:2]([C:6]1[CH:11]=[CH:10][C:9]([C:12]([F:15])([F:14])[F:13])=[CH:8][CH:7]=1)([CH3:5])[C:3]#[N:4]>N.[Ni]>[CH3:5][C:2]([C:6]1[CH:11]=[CH:10][C:9]([C:12]([F:13])([F:15])[F:14])=[CH:8][CH:7]=1)([CH3:1])[CH2:3][NH2:4]. Reagents/catalysts: [Ni] (Raney nickel). Procedure details: Using analogous reaction conditions as described in Example 16, step 1, 2-methyl-2-(4-trifluoromethyl-phenyl)-propionitrile (I-20a: 1.2 g, 5.6338 mmol) in methanolic ammonia (10 mL) was reacted with to Raney nickel (200 mg) to afford 1.3 g of the crude product which was used in the next step without further purification. Isolated yield 106.2%. Yields the product CC(CN)(C)C1=CC=C(C=C1)C(F)(F)F (2-Methyl-2-(4-trifluoromethyl-phenyl)-propylamine). Run in N (ammonia). Starting materials: O=C([O-])[O-], COc1cc(C=CC(=O)c2ccc(NS(C)(=O)=O)cc2)cc(-c2cccs2)c1OC, CI, [K+], [K+], CN(C)C=O, O. The product is COc1cc(C=CC(=O)c2ccc(N(C)S(C)(=O)=O)cc2)cc(-c2cccs2)c1OC. RXN SMILES: [C:31](=[O:32])([O-:33])[O-:34].[CH3:1][O:2][c:3]1[cH:4][c:5]([CH:16]=[CH:17][C:18](=[O:19])[c:20]2[cH:21][cH:22][c:23]([NH:26][S:27](=[O:28])(=[O:29])[CH3:30])[cH:24][cH:25]2)[cH:6][c:7](-[c:11]2[s:12][cH:13][cH:14][cH:15]2)[c:8]1[O:9][CH3:10].[CH3:37][I:38].[K+:35].[K+:36].[O:39]=[CH:40][N:41]([CH3:42])[CH3:43].[OH2:44]>>[CH3:1][O:2][c:3]1[cH:4][c:5]([CH:16]=[CH:17][C:18](=[O:19])[c:20]2[cH:21][cH:22][c:23]([N:26]([S:27](=[O:28])(=[O:29])[CH3:30])[CH3:31])[cH:24][cH:25]2)[cH:6][c:7](-[c:11]2[s:12][cH:13][cH:14][cH:15]2)[c:8]1[O:9][CH3:10]. Reactants: N([C@@H](CC1=CNC2=CC=CC=C12)C(=O)N[C@@H](CC1=CNC2=CC=CC=C12)C(=O)O)C(=O)OCC1=CC=CC=C1 (Z-Trp-Trp-OH), CN(C)C(=[N+](C)C)ON1C2=C(C=CC=C2)N=N1.[B-](F)(F)(F)F (TBTU), N[C@@H](CC1=CC=CC=C1)C(=O)O.NN1C(=O)NC(=O)C1 (Phe Aminohydantoin). Solvent: CN(C=O)C (dimethylformamide), CN(C=O)C (dimethylformamide). Run at time 18 hour. Yields the product NC(C=NN1C(NC(C1)=O)=O)CC1=CC=CC=C1 (1-(2-Amino-3-phenyl-propylideneamino)-imidazolidine-2,4-dione). RXN SMILES: N(C(OCC1C=CC=CC=1)=O)[C@H](C(N[C@H](C(O)=O)CC1C2C(=CC=CC=2)NC=1)=O)CC1C2C(=CC=CC=2)NC=1.CN(C(ON1N=NC2C=CC=CC1=2)=[N+](C)C)C.[B-](F)(F)(F)F.[NH2:62][C@H:63]([C:71](O)=O)[CH2:64][C:65]1[CH:70]=[CH:69][CH:68]=[CH:67][CH:66]=1.[NH2:74][N:75]1[CH2:81][C:79](=[O:80])[NH:78][C:76]1=[O:77]>CN(C)C=O>[NH2:62][CH:63]([CH2:64][C:65]1[CH:66]=[CH:67][CH:68]=[CH:69][CH:70]=1)[CH:71]=[N:74][N:75]1[CH2:81][C:79](=[O:80])[NH:78][C:76]1=[O:77] |f:1.2,3.4|. Procedure details: Z-Trp-Trp-OH (0.1 mmol), 1-Hydroxybenzotriazolhydrate (0.1 mmol), and TBTU (0.1 mmol) were dissolved in dry dimethylformamide and stirred at r.t. After a few minutes Phe-Aminohydantoin (0.11 mmol) solved in dimethylformamide was added in portions and the reaction was allowed to reach room temperature over 18 hours. The solvent was removed and the residue was redissolved in ethyl acetate. The solution was washed with 1 mol/l HCl, and with 10% Na2CO3 and then dried over MgSO4. The reaction was fil... Reactants: Cl.CN1CCN(CC1)C1=NC(=NC(=C1)C1=CC=C2CCNCC2=C1)N (4-(4-methylpiperazin-1-yl)-6-(1,2,3,4-tetrahydroisoquinolin-7-yl)pyrimidin-2-amine HCl salt), FC1=CC=C(C=N1)C1=CC=C(C(=O)NC)C=C1 (4-(6-fluoropyridin-3-yl)-N-methylbenzamide). Yields the product NC1=NC(=CC(=N1)C1=CC=C2CCN(CC2=C1)C1=CC=C(C=N1)C1=CC=C(C(=O)NC)C=C1)N1CCN(CC1)C (4-{6-[7-[2-amino-6-(4-methylpiperazin-1-yl)pyrimidin-4-yl]-3,4-dihydroisoquinolin-2(1H)-yl]pyridin-3-yl}-N-methylbenzamide). RXN SMILES: Cl.[CH3:2][N:3]1[CH2:8][CH2:7][N:6]([C:9]2[CH:14]=[C:13]([C:15]3[CH:24]=[C:23]4[C:18]([CH2:19][CH2:20][NH:21][CH2:22]4)=[CH:17][CH:16]=3)[N:12]=[C:11]([NH2:25])[N:10]=2)[CH2:5][CH2:4]1.F[C:27]1[N:32]=[CH:31][C:30]([C:33]2[CH:42]=[CH:41][C:36]([C:37]([NH:39][CH3:40])=[O:38])=[CH:35][CH:34]=2)=[CH:29][CH:28]=1>>[NH2:25][C:11]1[N:12]=[C:13]([C:15]2[CH:24]=[C:23]3[C:18]([CH2:19][CH2:20][N:21]([C:27]4[N:32]=[CH:31][C:30]([C:33]5[CH:42]=[CH:41][C:36]([C:37]([NH:39][CH3:40])=[O:38])=[CH:35][CH:34]=5)=[CH:29][CH:28]=4)[CH2:22]3)=[CH:17][CH:16]=2)[CH:14]=[C:9]([N:6]2[CH2:5][CH2:4][N:3]([CH3:2])[CH2:8][CH2:7]2)[N:10]=1 |f:0.1|. Reported procedure: This compound was prepared from 4-(4-methylpiperazin-1-yl)-6-(1,2,3,4-tetrahydroisoquinolin-7-yl)pyrimidin-2-amine HCl salt and 4-(6-fluoropyridin-3-yl)-N-methylbenzamide using procedures analogous to those for Example 14. Analytic LCMS (M+H)+: m/z=535.5. Reported procedure: To a 100 ml stainless steel autoclave, 23.7 mg (0.0125 mmol) of [{IrH((S)-DIFLUORPHOS)}2(μ-Cl)3]Cl and 63 mg (0.25 mmol) of 2-phenylpyridinium bromide were added, and the autoclave was pruged with argon. Then, 3.0 ml of dioxane was added thereto. Subsequently, hydrogen was introduced at a pressure of 1.0 MPa, followed by stirring at 100° C. for 20 hours. After cooling, the reaction product was analyzed by NMR and HPLC. The conversion was 44%, and the enantiomeric excess was 75% ee. Run at temperature 100 celsius, time 20 hour. Starting materials: stainless steel, [{IrH((S)-DIFLUORPHOS)}2(μ-Cl)3]Cl, [Br-].C1(=CC=CC=C1)C1=[NH+]C=CC=C1 (2-phenylpyridinium bromide), [H][H] (hydrogen), O1CCOCC1 (dioxane). Yields the product [Br-].CC1=[NH+]C(=CC=C1)C1=CC=CC=C1 (2-Methyl-6-phenylpyridinium Bromide). As a reaction SMILES: [Br-:1].[C:2]1([C:8]2[CH:13]=[CH:12][CH:11]=[CH:10][NH+:9]=2)[CH:7]=[CH:6][CH:5]=[CH:4][CH:3]=1.[H][H].O1CCOC[CH2:17]1>>[Br-:1].[CH3:17][C:10]1[CH:11]=[CH:12][CH:13]=[C:8]([C:2]2[CH:3]=[CH:4][CH:5]=[CH:6][CH:7]=2)[NH+:9]=1 |f:0.1,4.5|. Starting materials: FC1=C(C=CC(=C1F)C1CCC(CC1)CCC)C1CCC(CC1)C1CCC2(OCCO2)CC1 (8-(4-(2,3-difluoro-4-(4-propylcyclohexyl)phenyl)cyclohexyl)-1,4-dioxaspiro[4,5]decane), C(=O)O (formic acid), O (Water). The solvent is C1(=CC=CC=C1)C (toluene), C1(=CC=CC=C1)C (toluene). Yields the product FC1=C(C=CC(=C1F)C1CCC(CC1)CCC)C1CCC(CC1)C1CCC(CC1)=O (4′-[2,3-difluoro-4-(4-propylcyclohexyl)phenyl)bi(cyclohexane)-4-one). The yield is 61.0%. As a reaction SMILES: [F:1][C:2]1[C:7]([F:8])=[C:6]([CH:9]2[CH2:14][CH2:13][CH:12]([CH2:15][CH2:16][CH3:17])[CH2:11][CH2:10]2)[CH:5]=[CH:4][C:3]=1[CH:18]1[CH2:23][CH2:22][CH:21]([CH:24]2[CH2:33][CH2:32][C:27]3(OCC[O:28]3)[CH2:26][CH2:25]2)[CH2:20][CH2:19]1.C(O)=O.O>C1(C)C=CC=CC=1>[F:1][C:2]1[C:7]([F:8])=[C:6]([CH:9]2[CH2:10][CH2:11][CH:12]([CH2:15][CH2:16][CH3:17])[CH2:13][CH2:14]2)[CH:5]=[CH:4][C:3]=1[CH:18]1[CH2:23][CH2:22][CH:21]([CH:24]2[CH2:25][CH2:26][C:27](=[O:28])[CH2:32][CH2:33]2)[CH2:20][CH2:19]1. Reported procedure: The compound (36) (38.8 g), formic acid (120 g) and toluene (120 ml) were put in a reaction vessel under a nitrogen atmosphere, heated under reflux for 3 hours, and cooled slowly to room temperature. Water (300 ml) and toluene (300 ml) were added and mixed thereto. The mixture was allowed to stand until it had separated into two phases, the organic and aqueous phases, and an extractive operation to an organic phase was carried out. The organic phase was fractionated, and washed sequentially with... The reactants are C1COCCN1, C=Cc1ccc(C2=CC(=C3C(=O)Nc4cc(F)ccc43)OC2(C)C)cn1, CN(C)C=O, O. Yields the product CC1(C)OC(=C2C(=O)Nc3cc(F)ccc32)C=C1c1ccc(CCN2CCOCC2)nc1. Reaction SMILES: [CH2:27]1[CH2:28][O:29][CH2:30][CH2:31][NH:32]1.[CH3:1][C:2]1([CH3:26])[C:3]([c:18]2[cH:19][n:20][c:21]([CH:24]=[CH2:25])[cH:22][cH:23]2)=[CH:4][C:5](=[C:7]2[C:8](=[O:17])[NH:9][c:10]3[cH:11][c:12]([F:16])[cH:13][cH:14][c:15]32)[O:6]1.[O:34]=[CH:35][N:36]([CH3:37])[CH3:38].[OH2:33]>>[CH3:1][C:2]1([CH3:26])[C:3]([c:18]2[cH:19][n:20][c:21]([CH2:24][CH2:25][N:32]3[CH2:27][CH2:28][O:29][CH2:30][CH2:31]3)[cH:22][cH:23]2)=[CH:4][C:5](=[C:7]2[C:8](=[O:17])[NH:9][c:10]3[cH:11][c:12]([F:16])[cH:13][cH:14][c:15]32)[O:6]1. The reactants are Clc1ccc(-c2onc3c(CBr)cccc23)c(Cl)c1, CS(C)=O, N#C[K], O. Product: N#CCc1cccc2c(-c3ccc(Cl)cc3Cl)onc12. Reaction SMILES: [Br:4][CH2:5][c:6]1[cH:7][cH:8][cH:9][c:10]2[c:11](-[c:15]3[c:16]([Cl:22])[cH:17][c:18]([Cl:21])[cH:19][cH:20]3)[o:12][n:13][c:14]12.[CH3:24][S:25]([CH3:26])=[O:27].[K:1][C:2]#[N:3].[OH2:23]>>[C:2](#[N:3])[CH2:5][c:6]1[cH:7][cH:8][cH:9][c:10]2[c:11](-[c:15]3[c:16]([Cl:22])[cH:17][c:18]([Cl:21])[cH:19][cH:20]3)[o:12][n:13][c:14]12.